describe an organic reaction: reactants, conditions, products, and yield From a dataset of the Open Reaction Database (ORD), a public repository of structured organic reaction records. Reactants: CO, Nc1cncc(Cl)n1, COC(=O)C1=C(O)c2ccccc2S(=O)(=O)N1C, Cc1ccccc1C. The product is CN1C(C(=O)Nc2cncc(Cl)n2)=C(O)c2ccccc2S1(=O)=O. RXN SMILES: [CH3:35][OH:36].[NH2:19][c:20]1[n:21][c:22]([Cl:26])[cH:23][n:24][cH:25]1.[OH:1][C:2]1=[C:3]([C:15]([O:17][CH3:16])=[O:18])[N:4]([CH3:14])[S:5](=[O:12])(=[O:13])[c:6]2[c:7]1[cH:8][cH:9][cH:10][cH:11]2.[c:27]1([CH3:28])[c:29]([CH3:30])[cH:31][cH:32][cH:33][cH:34]1>>[OH:1][C:2]1=[C:3]([C:15](=[O:17])[NH:19][c:20]2[n:21][c:22]([Cl:26])[cH:23][n:24][cH:25]2)[N:4]([CH3:14])[S:5](=[O:12])(=[O:13])[c:6]2[c:7]1[cH:8][cH:9][cH:10][cH:11]2. Reactants: C(C=C)C1=C(C2=CC=CC=C2C(=C1)Cl)O (2-allyl-4-chloro-1-naphthol), [H-].[Na+] (sodium hydride), C(C1=CC=CC=C1)Br (Benzyl bromide). Run in C(C)(=O)OCC (ethyl acetate), CN(C=O)C (N,N-dimethylformamide). Run at time 30 minute. The product is C(C=C)C1=C(C2=CC=CC=C2C(=C1)Cl)OCC1=CC=CC=C1 (2-allyl-1-(benzyloxy)4-chloronaphthalene). Isolated yield 81.8%. As a reaction SMILES: [CH2:1]([C:4]1[CH:13]=[C:12]([Cl:14])[C:11]2[C:6](=[CH:7][CH:8]=[CH:9][CH:10]=2)[C:5]=1[OH:15])[CH:2]=[CH2:3].[H-].[Na+].[CH2:18](Br)[C:19]1[CH:24]=[CH:23][CH:22]=[CH:21][CH:20]=1>CN(C)C=O.C(OCC)(=O)C>[CH2:1]([C:4]1[CH:13]=[C:12]([Cl:14])[C:11]2[C:6](=[CH:7][CH:8]=[CH:9][CH:10]=2)[C:5]=1[O:15][CH2:18][C:19]1[CH:24]=[CH:23][CH:22]=[CH:21][CH:20]=1)[CH:2]=[CH2:3] |f:1.2|. Procedure details: To a solution of 2-allyl-4-chloro-1-naphthol (20.0 g, 0.091 mol) in N,N-dimethylformamide (700 mL) was added sodium hydride (60 wt. %, 4.39 g, 0.11 mol) and the reaction mixture was allowed to stir at room temperature for 30 min. Benzyl bromide (18.8 g, 0.11 mol) was then added and the reaction mixture was allowed to stir at room temperature for 2 h. The solvent was removed in vacuo to provide a crude oil. The residue was re-dissolved in ethyl acetate (500 mL) and the organic layer was washed wi... Reactants: FC1=C(N)C=CC=C1 (2-fluoroaniline), C(C=C)(=O)OC(C)(C)C (tert-butyl acrylate), [Sn](Cl)(Cl)(Cl)Cl (tin tetrachloride). Solvent: C1=CC=CC=C1 (benzene). The product is FC1=C(C=CC=C1)NCCC(=O)OC(C)(C)C (1,1-Dimethylethyl 3-[(2-fluorophenyl)amino]propanoate). Isolated yield 11.4%. Reaction SMILES: [F:1][C:2]1[CH:8]=[CH:7][CH:6]=[CH:5][C:3]=1[NH2:4].[C:9]([O:13][C:14]([CH3:17])([CH3:16])[CH3:15])(=[O:12])[CH:10]=[CH2:11].[Sn](Cl)(Cl)(Cl)Cl>C1C=CC=CC=1>[F:1][C:2]1[CH:8]=[CH:7][CH:6]=[CH:5][C:3]=1[NH:4][CH2:11][CH2:10][C:9]([O:13][C:14]([CH3:17])([CH3:16])[CH3:15])=[O:12]. Procedure: To a solution of 2-fluoroaniline (22.06 g, 0.198 mol) and freshly distilled tert-butyl acrylate (25.45 g, 0.198 mol) in dry benzene (250 ml) was added tin tetrachloride (1 ml) and the mixture was refluxed for 60 h. The resulting suspension was filtered and the filtrate was evaporated to give a semisolid which was chromatographed on silica gel eluting with 25/75 ethyl acetate/hexane to give the title compound (5.4 g, 11%). Anal calcd for C13H18NO2F: C, 65.25; H, 7.58; N, 5.85. Found: C, 65.49; H,... Starting materials: S(=S)(=O)([O-])[O-].[Na+].[Na+] (sodium thiosulfate), [I-].[K+] (potassium iodide), ClC1=CC(=CC=C1)C(=O)OO (m-chloroperbenzoic acid), C1(=CC=CC=C1)SC[C@@H](C)C1(CCCC1)O ((S)-1-(1-Benzenesulfenyl-2-propyl)-1-cyclopentanol), peracid. The solvent is ClCCl (dichloromethane), C([O-])(O)=O.[Na+] (sodium bicarbonate). Product: C1(=CC=CC=C1)S(=O)(=O)C[C@@H](C)C1(CCCC1)O ((S)-1-(1-Benzenesulfonyl-2-propyl)-1-cyclopentanol). As a reaction SMILES: C1(S[CH2:8][C@H:9]([C:11]2([OH:16])[CH2:15][CH2:14][CH2:13][CH2:12]2)[CH3:10])C=CC=CC=1.Cl[C:18]1[CH:23]=[CH:22][CH:21]=[C:20](C(OO)=O)[CH:19]=1.[S:28]([O-:32])([O-])(=[O:30])=S.[Na+].[Na+].[I-].[K+]>ClCCl.C(=O)(O)[O-].[Na+]>[C:18]1([S:28]([CH2:8][C@H:9]([C:11]2([OH:16])[CH2:15][CH2:14][CH2:13][CH2:12]2)[CH3:10])(=[O:32])=[O:30])[CH:19]=[CH:20][CH:21]=[CH:22][CH:23]=1 |f:2.3.4,5.6,8.9|. Reported procedure: To a stirred and ice-cooled mixture of 5a (2.06 g, 8.71 mmol) in dichloromethane (19 mL) and saturated sodium bicarbonate solution (28 mL) was added m-chloroperbenzoic acid (85%, 4.24 g, 20.9 mmol) portionwise. The mixture was stirred in an ice bath for 50 min. An excess amount of peracid was decomposed with sodium thiosulfate solution in the presence of a small amount of potassium iodide. The organic layer was separated, and the aqueous layer was extracted with ethyl acetate. The combined organ... The reactants are FC(OCC[C@@H](C(=O)OCC1=CC=CC=C1)NC(=O)OC)F ((S)-Benzyl 4-(difluoromethoxy)-2-(methoxycarbonylamino)butanoate), crude mixture. The reagents and catalysts are [Pd] (Pd/C). Run in C(C)O (ethyl alcohol). Reaction conditions: time 4 hour. Product: FC(OCC[C@@H](C(=O)O)NC(=O)OC)F ((S)-4-(Difluoromethoxy)-2-(methoxycarbonylamino)butanoic acid). RXN SMILES: [F:1][CH:2]([F:22])[O:3][CH2:4][CH2:5][C@H:6]([NH:17][C:18]([O:20][CH3:21])=[O:19])[C:7]([O:9]CC1C=CC=CC=1)=[O:8]>C(O)C.[Pd]>[F:1][CH:2]([F:22])[O:3][CH2:4][CH2:5][C@H:6]([NH:17][C:18]([O:20][CH3:21])=[O:19])[C:7]([OH:9])=[O:8]. Reported procedure: (S)-Benzyl 4-(difluoromethoxy)-2-(methoxycarbonylamino)butanoate (56 mg, 0.176 mmol) was dissolved in ethyl alcohol (3.5 mL) and under Argon charged with 10% Pd/C (19 mg). The flask was sealed with a rubber septa and the air atmosphere was replaced with H2 from a balloon by applying vacuum and then releasing H2 and repeating this three times. The mixture was stirred for 4 hours at room temperature. Upon completion, the crude mixture was passed through a Elite plug, concentrated down on rotovap a... The solvent is O (water), C(C)O (ethyl alcohol). The yield is 71.0%. The product is [N+](=O)([O-])C1=C(C=NO)C=CC(=C1)N(C)C (2-nitro-4-dimethylaminobenzaldoxime). Reactants: Cl.NO (hydroxylamine hydrochloride), C(C)(=O)[O-].[Na+] (sodium acetate), [N+](=O)([O-])C1=C(C=O)C=CC(=C1)N(C)C (2-nitro-4-dimethylaminobenzaldehyde). Reaction conditions: time 1 hour. RXN SMILES: [N+:1]([C:4]1[CH:11]=[C:10]([N:12]([CH3:14])[CH3:13])[CH:9]=[CH:8][C:5]=1[CH:6]=O)([O-:3])=[O:2].Cl.[NH2:16][OH:17].C([O-])(=O)C.[Na+]>C(O)C.O>[N+:1]([C:4]1[CH:11]=[C:10]([N:12]([CH3:14])[CH3:13])[CH:9]=[CH:8][C:5]=1[CH:6]=[N:16][OH:17])([O-:3])=[O:2] |f:1.2,3.4|. Reported procedure: 9.7 parts of 2-nitro-4-dimethylaminobenzaldehyde is dissolved in 50 parts of ethyl alcohol and a solution of 4.1 parts of hydroxylamine hydrochloride and 5 parts of sodium acetate in water is added. After the mixture has been boiled for one hour it is suction filtered. 7.5 parts (71% of theory) of 2-nitro-4-dimethylaminobenzaldoxime is obtained having a melting point of 140° to 143°C: ##SPC18## Starting materials: Cc1ccc(Cl)nn1, [K+], [K+], O=[Cr](=O)([O-])O[Cr](=O)(=O)[O-], O, O=S(=O)(O)O. The product is O=C(O)c1ccc(Cl)nn1. Reaction SMILES: [Cl:1][c:2]1[n:3][n:4][c:5]([CH3:8])[cH:6][cH:7]1.[K+:10].[K+:9].[O-:11][Cr:12]([O:13][Cr:14](=[O:15])(=[O:16])[O-:17])(=[O:18])=[O:19].[OH2:20].[S:21](=[O:22])(=[O:23])([OH:24])[OH:25]>>[Cl:1][c:2]1[n:3][n:4][c:5]([C:8]([OH:11])=[O:20])[cH:6][cH:7]1. The reactants are C(C1=CC=CC=C1)OC1=CC=C(C=C1)C1=NOC(=C1)COC(NCCCN)=O ((3-amino-propyl)-carbamic acid 3-(4-benzyloxy-phenyl)-isoxazol-5-ylmethyl ester), NCCCNC(OC(C)(C)C)=O (t-butyl N-(3-aminopropyl)carbamate), boc-deprotection. The product is C(C)(C)(C)OC(NCCCNC(=O)OCC1=CC(=NO1)C1=CC=C(C=C1)OCC1=CC=CC=C1)=O ({3-[3-(4-benzyloxy-phenyl)-isoxazol-5-ylmethoxycarbonylamino]-propyl}-carbamic acid tert-butyl ester), C(C1=CC=CC=C1)OC1=CC=C(C=C1)C1=NOC(=C1)COC(NCCCN)=O ((3-amino-propyl)-carbamic acid 3-(4-benzyloxy-phenyl)-isoxazol-5-ylmethyl ester). As a reaction SMILES: [NH2:1][CH2:2][CH2:3][CH2:4][NH:5][C:6](=[O:12])[O:7][C:8]([CH3:11])([CH3:10])[CH3:9].[CH2:13]([O:20][C:21]1[CH:26]=[CH:25][C:24]([C:27]2[CH:31]=[C:30]([CH2:32][O:33][C:34](=[O:40])[NH:35][CH2:36][CH2:37][CH2:38][NH2:39])[O:29][N:28]=2)=[CH:23][CH:22]=1)[C:14]1[CH:19]=[CH:18][CH:17]=[CH:16][CH:15]=1>>[C:8]([O:7][C:6](=[O:12])[NH:5][CH2:4][CH2:3][CH2:2][NH:1][C:34]([O:33][CH2:32][C:30]1[O:29][N:28]=[C:27]([C:24]2[CH:25]=[CH:26][C:21]([O:20][CH2:13][C:14]3[CH:19]=[CH:18][CH:17]=[CH:16][CH:15]=3)=[CH:22][CH:23]=2)[CH:31]=1)=[O:40])([CH3:9])([CH3:11])[CH3:10].[CH2:13]([O:20][C:21]1[CH:22]=[CH:23][C:24]([C:27]2[CH:31]=[C:30]([CH2:32][O:33][C:34](=[O:40])[NH:35][CH2:36][CH2:37][CH2:38][NH2:39])[O:29][N:28]=2)=[CH:25][CH:26]=1)[C:14]1[CH:19]=[CH:18][CH:17]=[CH:16][CH:15]=1. Reported procedure: {3-[3-(4-benzyloxy-phenyl)-isoxazol-5-ylmethoxycarbonylamino]-propyl}-carbamic acid tert-butyl ester was synthesized using t-butyl N-(3-aminopropyl)carbamate in the same manner as in Example 121, and then a boc-deprotection of the compound was performed to synthesize (3-amino-propyl)-carbamic acid 3-(4-benzyloxy-phenyl)-isoxazol-5-ylmethyl ester as a desired compound.